Dataset: the Open Reaction Database (ORD), a public repository of structured organic reaction records. Task: describe an organic reaction: reactants, conditions, products, and yield The reactants are C(C)NC(=O)CC(C)NC(=O)C1=CN(C2=NC=C(N=C21)C2CC2)COCC[Si](C)(C)C (2-cyclopropyl-5-(2-trimethylsilanyl-ethoxymethyl)-5H-pyrrolo[2,3-b]pyrazine-7-carboxylic acid (2-ethylcarbamoyl-1-methyl-ethyl)-amide), FC(C(=O)O)(F)F (trifluoroacetic acid). Solvent: C(Cl)Cl (CH2Cl2). Run at time 8 hour. The product is C(C)NC(=O)CC(C)NC(=O)C1=CNC2=NC=C(N=C21)C2CC2 (2-cyclopropyl-5H-pyrrolo[2,3-b]pyrazine-7-carboxylic acid (2-ethylcarbamoyl-1-methyl-ethyl)-amide). The yield is 15.2%. As a reaction SMILES: [CH2:1]([NH:3][C:4]([CH2:6][CH:7]([NH:9][C:10]([C:12]1[C:20]2[C:15](=[N:16][CH:17]=[C:18]([CH:21]3[CH2:23][CH2:22]3)[N:19]=2)[N:14](COCC[Si](C)(C)C)[CH:13]=1)=[O:11])[CH3:8])=[O:5])[CH3:2].FC(F)(F)C(O)=O>C(Cl)Cl>[CH2:1]([NH:3][C:4]([CH2:6][CH:7]([NH:9][C:10]([C:12]1[C:20]2[C:15](=[N:16][CH:17]=[C:18]([CH:21]3[CH2:22][CH2:23]3)[N:19]=2)[NH:14][CH:13]=1)=[O:11])[CH3:8])=[O:5])[CH3:2]. Procedure details: To a solution of 2-cyclopropyl-5-(2-trimethylsilanyl-ethoxymethyl)-5H-pyrrolo[2,3-b]pyrazine-7-carboxylic acid (2-ethylcarbamoyl-1-methyl-ethyl)-amide (0.114 g, 0.25 mmol) in CH2Cl2 (8 mL) was added trifluoroacetic acid (1.0 mL). The reaction mixture was stirred at room temperature overnight then concentrated. The residue was dissolved in MeOH (7 mL) and H2O (0.5 mL) and Et3N (1 mL) were added. The reaction mixture was stirred at room temperature overnight then concentrated. The residue was puri...